Dataset: the Open Reaction Database (ORD), a public repository of structured organic reaction records. Task: describe an organic reaction: reactants, conditions, products, and yield The reactants are COC(C1=C(C(=CC(=C1)Cl)C#CCC)N)=O (2-amino-3-but-1-ynyl-5-chlorobenzoic acid methyl ester). Reagents/catalysts: [Pd](Cl)Cl (palladium(II)chloride). The solvent is CC#N (MeCN). Product: COC(=O)C=1C=C(C=C2C=C(NC12)CC)Cl (5-chloro-2-ethyl-1H-indole-7-carboxylic acid methyl ester). The yield is 93.8%. Reaction SMILES: [CH3:1][O:2][C:3](=[O:16])[C:4]1[CH:9]=[C:8]([Cl:10])[CH:7]=[C:6]([C:11]#[C:12][CH2:13][CH3:14])[C:5]=1[NH2:15]>CC#N.[Pd](Cl)Cl>[CH3:1][O:2][C:3]([C:4]1[CH:9]=[C:8]([Cl:10])[CH:7]=[C:6]2[C:5]=1[NH:15][C:12]([CH2:13][CH3:14])=[CH:11]2)=[O:16]. Procedure: To a solution of 2-amino-3-but-1-ynyl-5-chlorobenzoic acid methyl ester (82 mg, 0.35 mmol) in MeCN was added palladium(II)chloride (3 mg, 0.02 mmol) and the reaction mixture was immersed into a preheated oil bath and refluxed for 20 min. The solvent was removed in vacuo and the residue was dissolved in ether and filtered through a short pad of silica. The resulting residue was purified by flash column chromatography (1:9 EtOAc:cyclohexane) to give the desired product (78 mg, 95%) as a light yell...